This data is from the Open Reaction Database (ORD), a public repository of structured organic reaction records. The task is: describe an organic reaction: reactants, conditions, products, and yield Reactants: B, C1CCOC1, O=C(O)c1c(O)cccc1Cl, C1CCOC1. The product is OCc1c(O)cccc1Cl. Reaction SMILES: [BH3:17].[CH2:18]1[O:19][CH2:20][CH2:21][CH2:22]1.[Cl:1][c:2]1[c:3]([C:4](=[O:5])[OH:6])[c:7]([OH:11])[cH:8][cH:9][cH:10]1.[O:12]1[CH2:13][CH2:14][CH2:15][CH2:16]1>>[Cl:1][c:2]1[c:3]([CH2:4][OH:5])[c:7]([OH:11])[cH:8][cH:9][cH:10]1. Starting materials: O(C1=CC=CC=C1)C=1C=C(OC=2C=C(C=CC2)O)C=CC1 (m-(m-phenoxyphenoxy)phenol), C[O-].[Na+] (sodium methoxide), [I-].[K+] (potassium iodide), BrC(C(=O)OC)C1=CC=C(C=C1)OC1=CC=C(C=C1)Cl (methyl α-bromo-α-(p-(p-chlorophenoxy)phenyl]acetate). The solvent is O (water), CO (methanol), C1=CC=CC=C1 (benzene). The product is COC(C(C1=CC=C(C=C1)OC1=CC=C(C=C1)Cl)OC1=CC(=CC=C1)OC1=CC(=CC=C1)OC1=CC=CC=C1)=O (Methyl(m-[m-phenoxyphenoxy]phenoxy)-α-[p-(p-chlorophenoxy)phenyl]acetate). Reaction SMILES: [O:1]([C:8]1[CH:9]=[C:10]([CH:19]=[CH:20][CH:21]=1)[O:11][C:12]1[CH:13]=[C:14]([OH:18])[CH:15]=[CH:16][CH:17]=1)[C:2]1[CH:7]=[CH:6][CH:5]=[CH:4][CH:3]=1.C[O-].[Na+].[I-].[K+].Br[CH:28]([C:33]1[CH:38]=[CH:37][C:36]([O:39][C:40]2[CH:45]=[CH:44][C:43]([Cl:46])=[CH:42][CH:41]=2)=[CH:35][CH:34]=1)[C:29]([O:31][CH3:32])=[O:30]>CO.C1C=CC=CC=1.O>[CH3:32][O:31][C:29](=[O:30])[CH:28]([O:18][C:14]1[CH:15]=[CH:16][CH:17]=[C:12]([O:11][C:10]2[CH:19]=[CH:20][CH:21]=[C:8]([O:1][C:2]3[CH:7]=[CH:6][CH:5]=[CH:4][CH:3]=3)[CH:9]=2)[CH:13]=1)[C:33]1[CH:34]=[CH:35][C:36]([O:39][C:40]2[CH:45]=[CH:44][C:43]([Cl:46])=[CH:42][CH:41]=2)=[CH:37][CH:38]=1 |f:1.2,3.4|. Procedure: To a solution of 6.96 g of m-(m-phenoxyphenoxy)phenol, 1.19 g of sodium methoxide and 50 mg of potassium iodide in 40 ml of methanol is added 7.11 g of methyl α-bromo-α-(p-(p-chlorophenoxy)phenyl]acetate in 10 ml of benzene. The mixture is refluxed for 20 hours, poured into ice and water and extracted with chloroform. The chloroform extracts are washed with 10% potassium carbonate and with water. The extract is dried over magnesium sulfate and concentrated under vacuum to given an oil. Filtratio... The reactants are COc1ccc(P2(=S)SP(=S)(c3ccc(OC)cc3)S2)cc1, Cc1ccccc1, CNC(=O)c1cnn(-c2cccc(Cl)c2)c1Cl. The product is CNC(=S)c1cnn(-c2cccc(Cl)c2)c1Cl. As a reaction SMILES: [CH3:18][O:19][c:20]1[cH:21][cH:22][c:23]([P:24]2(=[S:27])[S:25][P:26]([c:28]3[cH:29][cH:30][c:31]([O:32][CH3:33])[cH:34][cH:35]3)(=[S:36])[S:37]2)[cH:38][cH:39]1.[CH3:40][c:41]1[cH:42][cH:43][cH:44][cH:45][cH:46]1.[Cl:1][c:2]1[c:3]([C:14](=[O:15])[NH:16][CH3:17])[cH:4][n:5][n:6]1-[c:7]1[cH:8][c:9]([Cl:13])[cH:10][cH:11][cH:12]1>>[Cl:1][c:2]1[c:3]([C:14]([NH:16][CH3:17])=[S:27])[cH:4][n:5][n:6]1-[c:7]1[cH:8][c:9]([Cl:13])[cH:10][cH:11][cH:12]1.